This data is from the Open Reaction Database (ORD), a public repository of structured organic reaction records. The task is: describe an organic reaction: reactants, conditions, products, and yield Reactants: Cl (HCl), C1(CC1)NC=1C(=NC2=CC=C(C(=C2N1)C1=CC2=C(N1)[C@@H](NC2=O)[C@@H](C)O)F)C ((R)-2-(3-(cyclopropylamino)-6-fluoro-2-methylquinoxalin-5-yl)-6-((R)-1-hydroxyethyl)-5,6-dihydropyrrolo[3,4-b]pyrrol-4(1H)-one), [Li+].[OH-] (LiOH). Reagents/catalysts: O (water). The solvent is O1CCOCC1 (1,4-dioxane), O1CCOCC1 (dioxane), O1CCOCC1 (1,4-dioxane). Reaction conditions: temperature 100 celsius, time 4 hour. Yields the product N[C@@H]([C@@H](C)O)C=1NC(=CC1C(=O)O)C1=C2N=C(C(=NC2=CC=C1F)C)NC1CC1 (2-((1R,2R)-1-amino-2-hydroxypropyl)-5-(3-(cyclopropylamino)-6-fluoro-2-methylquinoxalin-5-yl)-1H-pyrrole-3-carboxylic acid). Reaction SMILES: [CH:1]1([NH:4][C:5]2[C:6]([CH3:28])=[N:7][C:8]3[C:13]([N:14]=2)=[C:12]([C:15]2[NH:19][C:18]4[C@H:20]([C@H:24]([OH:26])[CH3:25])[NH:21][C:22](=[O:23])[C:17]=4[CH:16]=2)[C:11]([F:27])=[CH:10][CH:9]=3)[CH2:3][CH2:2]1.[Li+].[OH-:30].Cl>O1CCOCC1.O>[NH2:21][C@H:20]([C:18]1[NH:19][C:15]([C:12]2[C:11]([F:27])=[CH:10][CH:9]=[C:8]3[C:13]=2[N:14]=[C:5]([NH:4][CH:1]2[CH2:2][CH2:3]2)[C:6]([CH3:28])=[N:7]3)=[CH:16][C:17]=1[C:22]([OH:23])=[O:30])[C@H:24]([OH:26])[CH3:25] |f:1.2|. Reported procedure: The yellow foam (352b) (184.5 mg) in 1,4-dioxane (6.0 mL) was treated with 1.0 M aq. LiOH (3.0 mL, 3.0 mmol). The mixture was heated at 100° C. for 16 h. The mixture was lyophilized to give a yellow solid containing m/z (ESI, +ve) 614.1 (M+H). The yellow solid was dissolved in 1 mL of dioxane and treated with a solution of 4 M HCl in 1,4-dioxane (5 mL) with a few drops of water added to aid solubility. The mixture was stirred at RT for 4 h, after which time bis-deprotection was observed by LC-MS... RXN SMILES: [CH2:1]([CH:5]([CH2:11][C:12]1[CH:17]=[CH:16][C:15]([O:18][CH2:19][CH2:20][CH2:21][OH:22])=[CH:14][CH:13]=1)[C:6]([O:8][CH2:9][CH3:10])=[O:7])[CH2:2][CH2:3][CH3:4].[CH3:23][S:24](Cl)(=[O:26])=[O:25]>C(N(CC)CC)C>[CH2:1]([CH:5]([CH2:11][C:12]1[CH:17]=[CH:16][C:15]([O:18][CH2:19][CH2:20][CH2:21][O:22][S:24]([CH3:23])(=[O:26])=[O:25])=[CH:14][CH:13]=1)[C:6]([O:8][CH2:9][CH3:10])=[O:7])[CH2:2][CH2:3][CH3:4]. Product: C(CCC)C(C(=O)OCC)CC1=CC=C(C=C1)OCCCOS(=O)(=O)C (Ethyl 2-butyl-3-[4-(3-methansulfonyloxypropoxy)phenyl]propionate). Procedure details: In a similar manner to that described in Reference example 3(g), a reaction was carried out using ethyl 2-butyl-3-[4-(3-hydroxypropoxy)phenyl]propionate (3.02 g), triethylamine (2.05 ml) and methanesulfonyl chloride (0.83 ml) and the reaction mixture was treated to afford the desired compound (3.49 g) as a colorless oil. The solvent is C(C)N(CC)CC (triethylamine). The reactants are C(CCC)C(C(=O)OCC)CC1=CC=C(C=C1)OCCCO (ethyl 2-butyl-3-[4-(3-hydroxypropoxy)phenyl]propionate), CS(=O)(=O)Cl (methanesulfonyl chloride). The reactants are COC(COC1=CC=C(C=C1)S(=O)(=O)Cl)=O ((4-chlorosulfonyl-phenoxy)-acetic acid methyl ester), Cl.NC1=CC=C(C=C1)N1CCC(CC1)=O (1-(4-Amino-phenyl)-piperidine-4-one hydrochloride). The product is COC(COC1=CC=C(C=C1)S(NC1=CC=C(C=C1)N1CCC(CC1)=O)(=O)=O)=O ({4-[4-(4-Oxo-piperidine-1-yl)-phenylsulfamoyl]-phenoxy}-acetic acid methyl ester). Reaction SMILES: [CH3:1][O:2][C:3](=[O:16])[CH2:4][O:5][C:6]1[CH:11]=[CH:10][C:9]([S:12](Cl)(=[O:14])=[O:13])=[CH:8][CH:7]=1.Cl.[NH2:18][C:19]1[CH:24]=[CH:23][C:22]([N:25]2[CH2:30][CH2:29][C:28](=[O:31])[CH2:27][CH2:26]2)=[CH:21][CH:20]=1>>[CH3:1][O:2][C:3](=[O:16])[CH2:4][O:5][C:6]1[CH:11]=[CH:10][C:9]([S:12](=[O:14])(=[O:13])[NH:18][C:19]2[CH:24]=[CH:23][C:22]([N:25]3[CH2:26][CH2:27][C:28](=[O:31])[CH2:29][CH2:30]3)=[CH:21][CH:20]=2)=[CH:8][CH:7]=1 |f:1.2|. Reported procedure: The title compound was prepared from (4-chlorosulfonyl-phenoxy)-acetic acid methyl ester (Chem. Pharm. Bull. 1995, 43, 1132) and 1-(4-amino-phenyl)-piperidine-4-one hydrochloride (which was obtained in Example 224) according to the procedure B of Example 225 as a grey solid; MS (ES) m/z: 418.9 (MH+); HRMS Calcd. for C20H23N2O6S(MH+): 419.1271. Found: 419.1271. Starting materials: C(C1=CC=CC=C1)N1C2CCC(C1)C2NC=2C=C1C=NN(C1=CC2)C(C(C)(C)C)=O (1-(5-((1SR,4SR,7RS)-2-benzyl-2-azabicyclo[2.2.1]heptan-7-ylamino)-1H-indazol-1-yl)-2,2-dimethylpropan-1-one), benzyl, C([O-])([O-])=O.[K+].[K+] (potassium carbonate). Solvent: CO (methanol). Conditions: time 18 hour. Product: C(C1=CC=CC=C1)N1C2CCC(C1)C2NC=2C=C1C=NNC1=CC2 (N-((1SR,4SR,7RS)-2-benzyl-2-azabicyclo[2.2.1]heptan-7-yl)-1H-indazol-5-amine). The yield is 50.0%. As a reaction SMILES: [CH2:1]([N:8]1[CH2:13][CH:12]2[CH:14]([NH:15][C:16]3[CH:17]=[C:18]4[C:22](=[CH:23][CH:24]=3)[N:21](C(=O)C(C)(C)C)[N:20]=[CH:19]4)[CH:9]1[CH2:10][CH2:11]2)[C:2]1[CH:7]=[CH:6][CH:5]=[CH:4][CH:3]=1.C(=O)([O-])[O-].[K+].[K+]>CO>[CH2:1]([N:8]1[CH2:13][CH:12]2[CH:14]([NH:15][C:16]3[CH:17]=[C:18]4[C:22](=[CH:23][CH:24]=3)[NH:21][N:20]=[CH:19]4)[CH:9]1[CH2:10][CH2:11]2)[C:2]1[CH:7]=[CH:6][CH:5]=[CH:4][CH:3]=1 |f:1.2.3|. Procedure: A solution of 1-(5-((1SR,4SR,7RS)-2-benzyl-2-azabicyclo[2.2.1]heptan-7-ylamino)-1H-indazol-1-yl)-2,2-dimethylpropan-1-one (the intermediate benzyl compound of Example 11, 175 mg, 0.44 mmol) in methanol (2.5 mL) was treated with potassium carbonate (72 mg, 0.52 mmol), and the mixture was stirred for 18 h. The mixture was partitioned between ethyl acetate and water, and the organic phase was dried over sodium sulfate and evaporated to a residue. Chromatography of the residue on silica gel afforded... Starting materials: COc1cc(C(=O)N2CCC(CCN3CCC(Nc4nc5ccccc5n4Cc4ccc(F)cc4)CC3)(c3ccccc3)C2)cc(OC)c1OC, CS(=O)(=O)O, CCOCC, CCOC(C)=O. Yields the product COc1cc(C(=O)N2CCC(CCN3CCC(Nc4nc5ccccc5n4Cc4ccc(F)cc4)CC3)(c3ccccc3)C2)cc(OC)c1OC, CS(=O)(=O)O. Reaction SMILES: [CH3:1][O:2][c:3]1[cH:4][c:5]([C:6](=[O:7])[N:8]2[CH2:9][C:10]([c:13]3[cH:14][cH:15][cH:16][cH:17][cH:18]3)([CH2:19][CH2:20][N:21]3[CH2:22][CH2:23][CH:24]([NH:27][c:28]4[n:29][c:30]5[c:31]([n:32]4[CH2:33][c:34]4[cH:35][cH:36][c:37]([F:40])[cH:38][cH:39]4)[cH:41][cH:42][cH:43][cH:44]5)[CH2:25][CH2:26]3)[CH2:11][CH2:12]2)[cH:45][c:46]([O:50][CH3:51])[c:47]1[O:48][CH3:49].[CH3:52][S:53]([OH:54])(=[O:55])=[O:56].[CH3:57][CH2:58][O:59][CH2:60][CH3:61].[CH3:62][CH2:63][O:64][C:65](=[O:66])[CH3:67]>>[CH3:1][O:2][c:3]1[cH:4][c:5]([C:6](=[O:7])[N:8]2[CH2:9][C:10]([c:13]3[cH:14][cH:15][cH:16][cH:17][cH:18]3)([CH2:19][CH2:20][N:21]3[CH2:22][CH2:23][CH:24]([NH:27][c:28]4[n:29][c:30]5[c:31]([n:32]4[CH2:33][c:34]4[cH:35][cH:36][c:37]([F:40])[cH:38][cH:39]4)[cH:41][cH:42][cH:43][cH:44]5)[CH2:25][CH2:26]3)[CH2:11][CH2:12]2)[cH:45][c:46]([O:50][CH3:51])[c:47]1[O:48][CH3:49].[CH3:52][S:53](=[O:54])(=[O:55])[OH:56]. Reactants: CCc1nc2c(cnn2CC)c(NC2CCOCC2)c1CNC(=O)CCCCCCCNCC(O[Si](C)(C)C(C)(C)C)c1ccc(O)c2[nH]c(=O)ccc12, [N-]=[N+]=NCC(O)c1ccc(OCc2ccccc2)c2[nH]c(=O)ccc12. The product is CCc1nc2c(cnn2CC)c(NC2CCOCC2)c1CNC(=O)CCCCCCCNCC(O)c1ccc(O)c2[nH]c(=O)ccc12. As a reaction SMILES: [C:26]([Si:27]([CH3:28])([CH3:29])[O:31][CH:32]([CH2:33][NH:34][CH2:35][CH2:36][CH2:37][CH2:38][CH2:39][CH2:40][CH2:41][C:42](=[O:43])[NH:44][CH2:45][c:46]1[c:47]([NH:59][CH:60]2[CH2:61][CH2:62][O:63][CH2:64][CH2:65]2)[c:48]2[c:49]([n:50][c:51]1[CH2:52][CH3:53])[n:54]([CH2:57][CH3:58])[n:55][cH:56]2)[c:66]1[c:67]2[cH:68][cH:69][c:70](=[O:77])[nH:71][c:72]2[c:73]([OH:76])[cH:74][cH:75]1)([CH3:30])([CH3:78])[CH3:79].[N:1]([CH2:2][CH:3]([c:4]1[cH:5][cH:6][c:7]([O:8][CH2:9][c:10]2[cH:11][cH:12][cH:13][cH:14][cH:15]2)[c:16]2[c:17]1[cH:18][cH:19][c:20](=[O:21])[nH:22]2)[OH:23])=[N+:24]=[N-:25]>>[OH:31][CH:32]([CH2:33][NH:34][CH2:35][CH2:36][CH2:37][CH2:38][CH2:39][CH2:40][CH2:41][C:42](=[O:43])[NH:44][CH2:45][c:46]1[c:47]([NH:59][CH:60]2[CH2:61][CH2:62][O:63][CH2:64][CH2:65]2)[c:48]2[c:49]([n:50][c:51]1[CH2:52][CH3:53])[n:54]([CH2:57][CH3:58])[n:55][cH:56]2)[c:66]1[c:67]2[cH:68][cH:69][c:70](=[O:77])[nH:71][c:72]2[c:73]([OH:76])[cH:74][cH:75]1.